Task: describe an organic reaction: reactants, conditions, products, and yield. Dataset: the Open Reaction Database (ORD), a public repository of structured organic reaction records Isolated yield 21.5%. Run in CO (methanol). Yields the product C(C1=CC=CC=C1)OC1=CC(=[N+](C2=CC=CC=C12)[O-])CCCCCCCCCCCN (4-benzyloxy-2-(11-aminoundecyl) quinoline-N-oxide). RXN SMILES: [CH2:1]([O:8][C:9]1[C:18]2[C:13](=[CH:14][CH:15]=[CH:16][CH:17]=2)[N+:12]([O-:19])=[C:11]([CH2:20][CH2:21][CH2:22][CH2:23][CH2:24][CH2:25][CH2:26][CH2:27][CH2:28][CH2:29][CH:30]=O)[CH:10]=1)[C:2]1[CH:7]=[CH:6][CH:5]=[CH:4][CH:3]=1.C([O-])(=O)C.[NH4+].C([BH3-])#[N:38].[Na+]>CO>[CH2:1]([O:8][C:9]1[C:18]2[C:13](=[CH:14][CH:15]=[CH:16][CH:17]=2)[N+:12]([O-:19])=[C:11]([CH2:20][CH2:21][CH2:22][CH2:23][CH2:24][CH2:25][CH2:26][CH2:27][CH2:28][CH2:29][CH2:30][NH2:38])[CH:10]=1)[C:2]1[CH:7]=[CH:6][CH:5]=[CH:4][CH:3]=1 |f:1.2,3.4|. Procedure: In this example, 5 m moles of 4-benzyloxy-2-(10-formyldecyl) quinoline-N-oxide is dissolved in methanol, and 50 m moles of ammonium acetate and 15 m moles of sodium cyanoborohydride are added thereto with ice cooling. Then, the mixture is stirred for 1.5 hours. After the reaction, the solvent is removed therefrom by distillation, and then the mixture is extracted with chloroform. The chloroform layer is dried over anhydrous sodium sulfate, and the solvent is removed therefrom by distillation. Th... Reaction conditions: time 1.5 hour. The reactants are C(C1=CC=CC=C1)OC1=CC(=[N+](C2=CC=CC=C12)[O-])CCCCCCCCCCC=O (4-benzyloxy-2-(10-formyldecyl) quinoline-N-oxide), C(C)(=O)[O-].[NH4+] (ammonium acetate), C(#N)[BH3-].[Na+] (sodium cyanoborohydride). Reactants: COC1=C(C=CC=C1)N1CCNCC1 (2-Methoxyphenylpiperazine), C1[C@H](C2=CC=CC=C2)O1 ((S)-styrene oxide). Solvent: C(C)#N (acetonitrile). Product: COC1=C(C=CC=C1)N1CCN(CC1)C[C@@H](O)C1=CC=CC=C1 ((S)-[1-(2-Methoxyphenyl)-4-(2-phenyl-2-hydroxyethyl)piperazine]). Isolated yield 99.3%. RXN SMILES: [CH3:1][O:2][C:3]1[CH:8]=[CH:7][CH:6]=[CH:5][C:4]=1[N:9]1[CH2:14][CH2:13][NH:12][CH2:11][CH2:10]1.[CH2:15]1[O:23][C@H:16]1[C:17]1[CH:22]=[CH:21][CH:20]=[CH:19][CH:18]=1>C(#N)C>[CH3:1][O:2][C:3]1[CH:8]=[CH:7][CH:6]=[CH:5][C:4]=1[N:9]1[CH2:14][CH2:13][N:12]([CH2:15][C@H:16]([C:17]2[CH:22]=[CH:21][CH:20]=[CH:19][CH:18]=2)[OH:23])[CH2:11][CH2:10]1. Procedure: 2-Methoxyphenylpiperazine (17.4 g, 0.0906 m) in dry acetonitrile (150 ml) was refluxed 24 hrs with (S)-styrene oxide (10.84 g, 0.09 m). The residue on evaporation was treated by acid-base extraction to remove unreacted styrene oxide to leave 28 g of the crude alcohol as a mixture of regioisomers which was purified by chromatography on silica, using 1:1 hexane ethylacetate, to give 16.5 g of the pure isomer, [α]23D +56° C. Reactants: CC1(C)OC2C(CO[Si](C)(C)C(C)(C)C)OC(n3cnc4c(Cl)ncnc43)C2O1, C=C[Sn](CCCC)(CCCC)CCCC, ClCCCl. Yields the product C=Cc1ncnc2c1ncn2C1OC(CO[Si](C)(C)C(C)(C)C)C2OC(C)(C)OC21. RXN SMILES: [C:1]([CH3:2])([CH3:3])([CH3:4])[Si:5]([O:6][CH2:7][CH:8]1[O:9][CH:10]([n:18]2[c:19]3[n:20][cH:21][n:22][c:23]([Cl:27])[c:24]3[n:25][cH:26]2)[CH:11]2[CH:12]1[O:13][C:14]([CH3:16])([CH3:17])[O:15]2)([CH3:28])[CH3:29].[CH2:30]([CH2:31][CH2:43][CH3:44])[Sn:32]([CH2:33][CH2:34][CH2:35][CH3:36])([CH2:37][CH2:38][CH2:39][CH3:40])[CH:41]=[CH2:42].[Cl:45][CH2:46][CH2:47][Cl:48]>>[C:1]([CH3:2])([CH3:3])([CH3:4])[Si:5]([O:6][CH2:7][CH:8]1[O:9][CH:10]([n:18]2[c:19]3[n:20][cH:21][n:22][c:23]([CH:30]=[CH2:31])[c:24]3[n:25][cH:26]2)[CH:11]2[CH:12]1[O:13][C:14]([CH3:16])([CH3:17])[O:15]2)([CH3:28])[CH3:29]. The reactants are [Al+3], COC(=O)c1cc(S(C)(=O)=O)ccc1N1CCOCC1, Cl, [H-], [H-], [H-], [H-], [Li+], C1CCOC1. Yields the product CS(=O)(=O)c1ccc(N2CCOCC2)c(CO)c1. RXN SMILES: [Al+3:22].[CH3:1][S:2](=[O:3])(=[O:4])[c:5]1[cH:6][cH:7][c:8]([N:15]2[CH2:16][CH2:17][O:18][CH2:19][CH2:20]2)[c:9]([C:10](=[O:11])[O:12][CH3:13])[cH:14]1.[ClH:27].[H-:21].[H-:24].[H-:25].[H-:26].[Li+:23].[O:28]1[CH2:29][CH2:30][CH2:31][CH2:32]1>>[CH3:1][S:2](=[O:3])(=[O:4])[c:5]1[cH:6][cH:7][c:8]([N:15]2[CH2:16][CH2:17][O:18][CH2:19][CH2:20]2)[c:9]([CH2:10][OH:11])[cH:14]1.